This data is from the Open Reaction Database (ORD), a public repository of structured organic reaction records. The task is: describe an organic reaction: reactants, conditions, products, and yield Starting materials: [C@H](C)(CC)NC=1C(NC2=CC=C(C=C2N1)C(=O)OC)=O ((S)-methyl 3-(sec-butylamino)-2-oxo-1,2-dihydroquinoxaline-6-carboxylate), N1=CC=CC=C1 (pyridine), O(S(=O)(=O)C(F)(F)F)S(=O)(=O)C(F)(F)F (Tf2O). Solvent: ClCCl (dichloromethane). Reaction conditions: temperature 0 celsius. Yields the product [C@H](C)(CC)NC=1C(=NC2=CC=C(C=C2N1)C(=O)OC)OS(=O)(=O)C(F)(F)F ((S)-methyl 3-(sec-butylamino)-2-(trifluoromethylsulfonyloxy)quinoxaline-6-carboxylate). Reaction SMILES: [C@@H:1]([NH:5][C:6]1[C:7](=[O:20])[NH:8][C:9]2[C:14]([N:15]=1)=[CH:13][C:12]([C:16]([O:18][CH3:19])=[O:17])=[CH:11][CH:10]=2)([CH2:3][CH3:4])[CH3:2].N1C=CC=CC=1.[O:27](S(C(F)(F)F)(=O)=O)[S:28]([C:31]([F:34])([F:33])[F:32])(=O)=[O:29]>ClCCl>[C@@H:1]([NH:5][C:6]1[C:7]([O:20][S:28]([C:31]([F:34])([F:33])[F:32])(=[O:29])=[O:27])=[N:8][C:9]2[C:14]([N:15]=1)=[CH:13][C:12]([C:16]([O:18][CH3:19])=[O:17])=[CH:11][CH:10]=2)([CH2:3][CH3:4])[CH3:2]. Reported procedure: To a solution of (S)-methyl 3-(sec-butylamino)-2-oxo-1,2-dihydroquinoxaline-6-carboxylate (300 mg, 1.10 mmol) in dichloromethane (40 mL) was added pyridine (344 mg, 4.36 mmol). Tf2O (615 mg, 2.18 mmol) was added drop-wise with stirring at 0° C. The resulting solution was stirred for 2 h at room temperature and then washed with water (3×50 mL), dried over anhydrous sodium sulfate and concentrated in vacuo to afford (S)-methyl 3-(sec-butylamino)-2-(trifluoromethylsulfonyloxy)quinoxaline-6-carboxyl... Starting materials: O=C([O-])[O-], Clc1nsnc1OCc1ccccc1, CS(C)=O, Cn1c(C(F)(F)F)cc(=O)n(-c2cc(O)c(Cl)cc2F)c1=O, Cl, [K+], [K+]. Yields the product Cn1c(C(F)(F)F)cc(=O)n(-c2cc(Oc3nsnc3OCc3ccccc3)c(Cl)cc2F)c1=O. Reaction SMILES: [C:37](=[O:38])([O-:39])[O-:40].[CH2:23]([c:24]1[cH:25][cH:26][cH:27][cH:28][cH:29]1)[O:30][c:31]1[c:32]([Cl:36])[n:33][s:34][n:35]1.[CH3:44][S:45](=[O:46])[CH3:47].[Cl:1][c:2]1[c:3]([OH:22])[cH:4][c:5](-[n:9]2[c:10](=[O:21])[n:11]([CH3:20])[c:12]([C:16]([F:17])([F:18])[F:19])[cH:13][c:14]2=[O:15])[c:6]([F:8])[cH:7]1.[ClH:43].[K+:41].[K+:42]>>[Cl:1][c:2]1[c:3]([O:22][c:32]2[c:31]([O:30][CH2:23][c:24]3[cH:25][cH:26][cH:27][cH:28][cH:29]3)[n:35][s:34][n:33]2)[cH:4][c:5](-[n:9]2[c:10](=[O:21])[n:11]([CH3:20])[c:12]([C:16]([F:17])([F:18])[F:19])[cH:13][c:14]2=[O:15])[c:6]([F:8])[cH:7]1. Reactants: C(C1=CC=CC=C1)(=O)C1=NOC(=C1)C(CC)=O (3-benzoyl-5-propionylisoxazole), C(CC)(=O)C=1ON=C2C1C=CC=C2 (3-propionyl-2,1-benzisoxazole), Cl.N1CCCC1 (pyrrolidine hydrochloride), C=O (paraformaldehyde), Cl (hydrochloric acid), Cl.O1CCOCC1 (hydrochloric acid dioxane). Run in C(C)OCC (ethyl ether), O (water), O1CCOCC1 (dioxane), C(C)(=O)OCC (ethyl acetate). Product: Cl.CC(C(=O)C=1ON=C2C1C=CC=C2)CN2CCCC2 (3-{2-methyl-3-(1-pyrrolidinyl)propionyl}-2,1-benzisoxazole hydrochloride). As a reaction SMILES: [C:1]([C:9]1[CH:13]=[C:12]([C:14](=[O:17])[CH2:15][CH3:16])[O:11][N:10]=1)(=O)[C:2]1[CH:7]=[CH:6]C=CC=1.C(C1O[N:24]=[C:25]2C=C[CH:28]=[CH:27][C:26]=12)(=O)CC.[ClH:31].N1CCC[CH2:33]1.C=O.Cl.Cl.O1CCOCC1>C(OCC)(=O)C.C(OCC)C.O.O1CCOCC1>[ClH:31].[CH3:33][CH:15]([CH2:16][N:24]1[CH2:25][CH2:26][CH2:27][CH2:28]1)[C:14]([C:12]1[O:11][N:10]=[C:9]2[CH:1]=[CH:2][CH:7]=[CH:6][C:13]=12)=[O:17] |f:2.3,6.7,12.13|. Procedure details: Added to 2 ml of dioxane were 2.0 g (11.4 mmol) of the ketone derivative, i.e., 3-propionyl-2,1-benzisoxazole prepared above in the procedure (2), 1.3 g (12.1 mmol) of pyrrolidine hydrochloride, 0.45 g (15.0 mmol) of paraformaldehyde and 2 droplets of 12N-hydrochloric acid. They were reacted under reflux for 30 minutes. After completion of the reaction, water and ethyl ether were added, and a water layer was collected. The water later was alkalinized with an aqueous solution of sodium carbonate ... Starting materials: CO (methanol), Cl.Cl.ClC1=CC(=C(C(=O)NCCN2CCN(CC2)CC2=CC(=C(C=C2)Cl)Cl)C=C1)OC (4-Chloro-N-{2-[4-(3,4-dichlorobenzyl)-1-piperazinyl]ethyl}-2-methoxybenzamide dihydrochloride), solution, B(Br)(Br)Br (boron tribromide). Solvent: ClCCl (dichloromethane), ClCCl (dichloromethane). Run at time 1 hour. The product is ClC1=CC(=C(C(=O)NCCN2CCN(CC2)CC2=CC(=C(C=C2)Cl)Cl)C=C1)O (4-Chloro-N-{2-[4-(3,4-dichlorobenzyl)-1-piperazinyl]ethyl}-2-hydroxybenzamide). The yield is 79.8%. Reaction SMILES: Cl.Cl.[Cl:3][C:4]1[CH:29]=[CH:28][C:7]([C:8]([NH:10][CH2:11][CH2:12][N:13]2[CH2:18][CH2:17][N:16]([CH2:19][C:20]3[CH:25]=[CH:24][C:23]([Cl:26])=[C:22]([Cl:27])[CH:21]=3)[CH2:15][CH2:14]2)=[O:9])=[C:6]([O:30]C)[CH:5]=1.B(Br)(Br)Br.CO>ClCCl>[Cl:3][C:4]1[CH:29]=[CH:28][C:7]([C:8]([NH:10][CH2:11][CH2:12][N:13]2[CH2:18][CH2:17][N:16]([CH2:19][C:20]3[CH:25]=[CH:24][C:23]([Cl:26])=[C:22]([Cl:27])[CH:21]=3)[CH2:15][CH2:14]2)=[O:9])=[C:6]([OH:30])[CH:5]=1 |f:0.1.2|. Procedure details: A solution of the product of step (b) (3 g) in dichloromethane (50 ml) was cooled to −78° C. and a 1.0M solution of boron tribromide in dichloromethane (8.5 ml) added. After 1 hour the solution was allowed to warm to room temperature. After 3 hours, methanol (6 ml) was added and the solution concentrated. This process was repeated, the residue dissolved in methanol, treated with concentrated hydrochloric acid and stirred at room temperature for 3 hours. The solution was concentrated, sodium bica... Reactants: ClC1=CC(=CC2=C1C(C(=CO2)C2=CC=CC=C2)=O)OCC(=O)O ({[5-chloro-4-oxo-3-phenyl-4H-1-benzopyran-7-yl]oxy}acetic acid). Reagents/catalysts: [Pt](=O)=O (platinum (IV) oxide). Run in CO (methanol). The product is ClC1=CC(=CC2=C1C(C(CO2)C2=CC=CC=C2)=O)OCC(=O)O ({[5-chloro-2,3-dihydro-4-oxo-3-phenyl-4H-1-benzopyran-7-yl]oxy}acetic acid). Isolated yield 39.8%. As a reaction SMILES: [Cl:1][C:2]1[C:7]2[C:8](=[O:18])[C:9]([C:12]3[CH:17]=[CH:16][CH:15]=[CH:14][CH:13]=3)=[CH:10][O:11][C:6]=2[CH:5]=[C:4]([O:19][CH2:20][C:21]([OH:23])=[O:22])[CH:3]=1>CO.[Pt](=O)=O>[Cl:1][C:2]1[C:7]2[C:8](=[O:18])[CH:9]([C:12]3[CH:17]=[CH:16][CH:15]=[CH:14][CH:13]=3)[CH2:10][O:11][C:6]=2[CH:5]=[C:4]([O:19][CH2:20][C:21]([OH:23])=[O:22])[CH:3]=1. Procedure: One gram of {[5-chloro-4-oxo-3-phenyl-4H-1-benzopyran-7-yl]oxy}acetic acid was dissolved in 200 ml of methanol while heating, and 50 mg of platinum (IV) oxide was added to the solution. After an equimole of hydrogen was absorbed, the platinum catalyst was removed by filtration. The methanol in the filtrate was removed by distillation, and the residue was recrystallized from chloroform to obtain 0.4 g of the entitled compound having a melting point of 171° to 173° C.